This data is from the Open Reaction Database (ORD), a public repository of structured organic reaction records. The task is: describe an organic reaction: reactants, conditions, products, and yield The reactants are O=S1(CCN(CC1)CCN(S(=O)(=O)C1=C(C=CC=C1)[N+](=O)[O-])CCCOC)=O (N-(2-(1,1-dioxido-4-thiomorpholinyl)ethyl)-N-(3-methoxypropyl)-2-nitrobenzenesulfonamide), C1(=CC=CC=C1)S (thiophenol), C([O-])([O-])=O.[K+].[K+] (Potassium carbonate). Run in C(C)#N (acetonitrile), C(C)(=O)OCC (ethyl acetate). Reaction conditions: time 18 hour. The product is O=S1(CCN(CC1)CCNCCCOC)=O (N-(2-(1,1-dioxido-4-thiomorpholinyl)ethyl)-3-methoxy-1-propanamine). Isolated yield 87.1%. As a reaction SMILES: [O:1]=[S:2]1(=[O:28])[CH2:7][CH2:6][N:5]([CH2:8][CH2:9][N:10]([CH2:23][CH2:24][CH2:25][O:26][CH3:27])S(C2C=CC=CC=2[N+]([O-])=O)(=O)=O)[CH2:4][CH2:3]1.C1(S)C=CC=CC=1.C(=O)([O-])[O-].[K+].[K+]>C(#N)C.C(OCC)(=O)C>[O:28]=[S:2]1(=[O:1])[CH2:3][CH2:4][N:5]([CH2:8][CH2:9][NH:10][CH2:23][CH2:24][CH2:25][O:26][CH3:27])[CH2:6][CH2:7]1 |f:2.3.4|. Procedure details: N-(2-(1,1-dioxido-4-thiomorpholinyl)ethyl)-N-(3-methoxypropyl)-2-nitrobenzenesulfonamide (0.510 g, 1.17 mmol) and thiophenol (0.387 g, 3.51 mmol) were combined in dry acetonitrile (10 mL). Potassium carbonate (0.647 g, 4.68 mmol) was added and the mixture was stirred at rt for 18 h. The mixture was diluted with ethyl acetate and filtered to remove unwanted solids. The crude filtrate was concentrated in vacuo, redissolved in methanol, and loaded onto a strong cation exchange resin cartridge to ca...